describe an organic reaction: reactants, conditions, products, and yield From a dataset of the Open Reaction Database (ORD), a public repository of structured organic reaction records. The reactants are [K] (potassium), [N+](=O)([O-])C1=CC(=C(C=C1)O)NC(C)=O (4-nitro-2-acetylaminophenol), ClCC(C)O (1-chloropropan-2-ol), C([O-])([O-])=O.[K+].[K+] (potassium carbonate), ClCC(C)O (1-chloropropan-2-ol). The solvent is CN(C=O)C (dimethylformamide), O (water). Product: OC(COC1=C(C=C(C=C1)[N+](=O)[O-])NC(C)=O)C (2-acetylamino-4-nitrophenyl β-hydroxypropyl ether). RXN SMILES: [K].[N+:2]([C:5]1[CH:10]=[CH:9][C:8]([OH:11])=[C:7]([NH:12][C:13](=[O:15])[CH3:14])[CH:6]=1)([O-:4])=[O:3].Cl[CH2:17][CH:18]([OH:20])[CH3:19].C(=O)([O-])[O-].[K+].[K+]>O.CN(C)C=O>[OH:20][CH:18]([CH3:19])[CH2:17][O:11][C:8]1[CH:9]=[CH:10][C:5]([N+:2]([O-:4])=[O:3])=[CH:6][C:7]=1[NH:12][C:13](=[O:15])[CH3:14] |f:3.4.5,^1:0|. Procedure details: 0.5 mol (117 g) of the potassium salt of 4-nitro-2-acetylaminophenol is introduced into 300 ml of dimethylformamide in a boiling water-bath, with stirring. The mixture is treated with 0.5 mol (47.25 g) of 1-chloropropan-2-ol. With the heating maintained, 0.5 mol (47.25 g) of 1-chloropropan-2-ol and 0.25 mol (34.5 g) of potassium carbonate are added four times at 2-hour intervals. After heating for 10 hours, the reaction mixture is poured into 1,500 ml of iced water. The expected product, which h... Starting materials: [Al+3], CC(=O)OCCn1c(CCOCc2ccccc2)nc(C(C)C)c1Sc1cc(Cl)cc(Cl)c1, CCOCC, [H-], [H-], [H-], [H-], [Li+], O. Product: CC(C)c1nc(CCOCc2ccccc2)n(CCO)c1Sc1cc(Cl)cc(Cl)c1. Reaction SMILES: [Al+3:35].[C:1](=[O:2])([CH3:3])[O:4][CH2:5][CH2:6][n:7]1[c:8]([CH2:24][CH2:25][O:26][CH2:27][c:28]2[cH:29][cH:30][cH:31][cH:32][cH:33]2)[n:9][c:10]([CH:21]([CH3:22])[CH3:23])[c:11]1[S:12][c:13]1[cH:14][c:15]([Cl:20])[cH:16][c:17]([Cl:19])[cH:18]1.[CH3:40][CH2:41][O:42][CH2:43][CH3:44].[H-:34].[H-:37].[H-:38].[H-:39].[Li+:36].[OH2:45]>>[OH:4][CH2:5][CH2:6][n:7]1[c:8]([CH2:24][CH2:25][O:26][CH2:27][c:28]2[cH:29][cH:30][cH:31][cH:32][cH:33]2)[n:9][c:10]([CH:21]([CH3:22])[CH3:23])[c:11]1[S:12][c:13]1[cH:14][c:15]([Cl:20])[cH:16][c:17]([Cl:19])[cH:18]1. The reactants are C=O (formaldehyde), C(CCC)OC1=NC(=C(C=C1CN)C1=CC=C(C=C1)S(=O)(=O)C)C1=CC=C(C=C1)F (2-Butoxy-6-(4-fluorophenyl)-5-[4-(methylsulfonyl)phenyl]pyridine-3-methylamine), C(#N)[BH3-].[Na+] (Sodium cyanoborohydride). Reagents/catalysts: C(C)(=O)O (acetic acid). The solvent is C(C)#N (acetonitrile). Reaction conditions: time 15 minute. Product: C(CCC)OC1=NC(=C(C=C1CN(C)C)C1=CC=C(C=C1)S(=O)(=O)C)C1=CC=C(C=C1)F (2-Butoxy-6-(4-fluorophenyl)-N,N-dimethyl-5-[4-(methylsulfonyl)phenyl]pyridine-3-methanamine). Reaction SMILES: [CH2:1]=O.[CH2:3]([O:7][C:8]1[C:13]([CH2:14]N)=[CH:12][C:11]([C:16]2[CH:21]=[CH:20][C:19]([S:22]([CH3:25])(=[O:24])=[O:23])=[CH:18][CH:17]=2)=[C:10]([C:26]2[CH:31]=[CH:30][C:29]([F:32])=[CH:28][CH:27]=2)[N:9]=1)[CH2:4][CH2:5][CH3:6].[C:33]([BH3-])#[N:34].[Na+]>C(#N)C.C(O)(=O)C>[CH2:3]([O:7][C:8]1[C:13]([CH2:14][N:34]([CH3:33])[CH3:1])=[CH:12][C:11]([C:16]2[CH:21]=[CH:20][C:19]([S:22]([CH3:25])(=[O:24])=[O:23])=[CH:18][CH:17]=2)=[C:10]([C:26]2[CH:31]=[CH:30][C:29]([F:32])=[CH:28][CH:27]=2)[N:9]=1)[CH2:4][CH2:5][CH3:6] |f:2.3|. Procedure details: Aqueous 37% formaldehyde (1 ml) was added to a stirring solution of 2-butoxy-6-(4-fluorophenyl)-5-[4-(methylsulfonyl)phenyl]pyridine-3-methylamine [Example 32] (250 mg, 0.58 mmol) in 5 ml acetonitrile. Sodium cyanoborohydride (54 mg, 0.875 mmol) was added and the reaction mixture was stirred for 15 minutes. Two drops of acetic acid was added and the reaction mixture was stirred for 2 hours. The reaction mixture was concentrated to a paste and the titled material was purified by silica gel chroma... The reactants are C(C1=CC=CC=C1)OC=1C=C(C2=C(NC(CO2)=O)C1)C(C(O)OCC)O (6-benzyloxy-8-(2-ethoxy-1,2-dihydroxy-ethyl)-4H-benzo[1,4]oxazin-3-one), NC(CCN1C(OC2=C1C=CC=C2)=O)(C)C (3-(3-amino-3-methyl-butyl)-3H-benzoxazol-2-one), FC(C(=O)[O-])(F)F (trifluoroacetate). Product: CC(CCN1C(OC2=C1C=CC=C2)=O)(C)NCC(O)C2=CC(=CC=1NC(COC12)=O)O (8-{2-[1,1-dimethyl-3-(2-oxo-benzoxazol-3-yl)-propylamino]-1-hydroxy-ethyl}-6-hydroxy-4H-benzo[1,4]oxazin-3-one). RXN SMILES: C([O:8][C:9]1[CH:10]=[C:11]([CH:20]([OH:26])[CH:21](OCC)O)[C:12]2[O:17][CH2:16][C:15](=[O:18])[NH:14][C:13]=2[CH:19]=1)C1C=CC=CC=1.[NH2:27][C:28]([CH3:42])([CH3:41])[CH2:29][CH2:30][N:31]1[C:35]2[CH:36]=[CH:37][CH:38]=[CH:39][C:34]=2[O:33][C:32]1=[O:40].FC(F)(F)C([O-])=O>>[CH3:42][C:28]([NH:27][CH2:21][CH:20]([C:11]1[C:12]2[O:17][CH2:16][C:15](=[O:18])[NH:14][C:13]=2[CH:19]=[C:9]([OH:8])[CH:10]=1)[OH:26])([CH3:41])[CH2:29][CH2:30][N:31]1[C:35]2[CH:36]=[CH:37][CH:38]=[CH:39][C:34]=2[O:33][C:32]1=[O:40]. Reported procedure: This is prepared according to General Method 1 from 357 mg (1 mmol) 6-benzyloxy-8-(2-ethoxy-1,2-dihydroxy-ethyl)-4H-benzo[1,4]oxazin-3-one and 220 mg (1 mmol) 3-(3-amino-3-methyl-butyl)-3H-benzoxazol-2-one. Yield: 227 mg (42%, trifluoroacetate); mass spectroscopy: [M+H]+=428. Starting materials: CC1C[C@H]2CN[C@@H]([C@H]2C1)CNC(=O)C1=NOC2=C1C=CC=C2 (benzo[d]isoxazole-3-carboxylic acid-[(1S,2S,5R)-7-methyl-3-aza-bicyclo[3.3.0]oct-2-ylmethyl]-amide), CC=1SC(=C(N1)C(=O)O)C=1C=C(C=CC1)C (2-methyl-5-m-tolyl-thiazole-4-carboxylic acid). The product is CC1C[C@H]2CN([C@@H]([C@H]2C1)CNC(=O)C1=NOC2=C1C=CC=C2)C(=O)C=2N=C(SC2C=2C=C(C=CC2)C)C (Benzo[d]isoxazole-3-carboxylic acid-(1S,2S,5R)-[7-methyl-3-(2-methyl-5-m-tolyl-thiazole-4-carbonyl)-3-aza-bicyclo[3.3.0]oct-2-ylmethyl]-amide). Reaction SMILES: [CH3:1][CH:2]1[CH2:9][C@H:8]2[C@H:4]([CH2:5][NH:6][C@@H:7]2[CH2:10][NH:11][C:12]([C:14]2[C:18]3[CH:19]=[CH:20][CH:21]=[CH:22][C:17]=3[O:16][N:15]=2)=[O:13])[CH2:3]1.[CH3:23][C:24]1[S:25][C:26]([C:32]2[CH:33]=[C:34]([CH3:38])[CH:35]=[CH:36][CH:37]=2)=[C:27]([C:29](O)=[O:30])[N:28]=1>>[CH3:1][CH:2]1[CH2:9][C@H:8]2[C@H:4]([CH2:5][N:6]([C:29]([C:27]3[N:28]=[C:24]([CH3:23])[S:25][C:26]=3[C:32]3[CH:33]=[C:34]([CH3:38])[CH:35]=[CH:36][CH:37]=3)=[O:30])[C@@H:7]2[CH2:10][NH:11][C:12]([C:14]2[C:18]3[CH:19]=[CH:20][CH:21]=[CH:22][C:17]=3[O:16][N:15]=2)=[O:13])[CH2:3]1. Reported procedure: prepared by reaction of benzo[d]isoxazole-3-carboxylic acid-[(1S,2S,5R)-7-methyl-3-aza-bicyclo[3.3.0]oct-2-ylmethyl]-amide with 2-methyl-5-m-tolyl-thiazole-4-carboxylic acid. The reactants are CCOC(=O)CC#N, CS(C)=O, ClC(Cl)(Cl)Cl, [H-], [H][H], [Na+]. The product is CCOC(=O)C(Cl)C#N. As a reaction SMILES: [C:3](#[N:4])[CH2:5][C:6](=[O:7])[O:8][CH2:9][CH3:10].[CH3:18][S:19]([CH3:20])=[O:21].[Cl:13][C:14]([Cl:15])([Cl:16])[Cl:17].[H-:2].[H:11][H:12].[Na+:1]>>[C:3](#[N:4])[CH:5]([C:6](=[O:7])[O:8][CH2:9][CH3:10])[Cl:13].